From a dataset of the Open Reaction Database (ORD), a public repository of structured organic reaction records. describe an organic reaction: reactants, conditions, products, and yield Starting materials: C1(CC1)CN1CCC(CC1)=C1C2=C(C=CC3=C1C=C(C=C3)SC(F)(F)F)C=CC=C2 ((±)-1-cyclopropylmethyl-4-(3-trifluoromethylthio-5H-dibenzo[a,d]cyclohepten-5-ylidene)piperidine), CO (methanol), C1(=CC=C(C=C1)C(=O)[C@@]([C@@](C(=O)O)(O)C(=O)C1=CC=C(C=C1)C)(O)C(=O)O)C (di-p-toluoyl-d-tartaric acid). Run in C1(=CC=CC=C1)C (toluene). Run at time 8 hour. Product: C1(=CC=C(C=C1)C(=O)[C@@]([C@@](C(=O)O)(O)C(=O)C1=CC=C(C=C1)C)(O)C(=O)O)C.C1(CC1)CN1CCC(CC1)=C1C2=C(C=CC3=C1C=C(C=C3)SC(F)(F)F)C=CC=C2 ((-)-1-cyclopropylmethyl-4-(3-trifluoromethylthio-5H-dibenzo[a,d]-cyclohepten-5-ylidene)piperidine di-p-toluoyl-d-tartrate). The yield is 76.7%. RXN SMILES: [CH:1]1([CH2:4][N:5]2[CH2:10][CH2:9][C:8](=[C:11]3[C:17]4[CH:18]=[C:19]([S:22][C:23]([F:26])([F:25])[F:24])[CH:20]=[CH:21][C:16]=4[CH:15]=[CH:14][C:13]4[CH:27]=[CH:28][CH:29]=[CH:30][C:12]3=4)[CH2:7][CH2:6]2)[CH2:3][CH2:2]1.CO.[C:33]1([CH3:60])[CH:38]=[CH:37][C:36]([C:39]([C@:41]([C:57]([OH:59])=[O:58])([OH:56])[C@:42]([C:47]([C:49]2[CH:54]=[CH:53][C:52]([CH3:55])=[CH:51][CH:50]=2)=[O:48])([OH:46])[C:43]([OH:45])=[O:44])=[O:40])=[CH:35][CH:34]=1>C1(C)C=CC=CC=1>[C:33]1([CH3:60])[CH:38]=[CH:37][C:36]([C:39]([C@:41]([C:57]([OH:59])=[O:58])([OH:56])[C@:42]([C:47]([C:49]2[CH:50]=[CH:51][C:52]([CH3:55])=[CH:53][CH:54]=2)=[O:48])([OH:46])[C:43]([OH:45])=[O:44])=[O:40])=[CH:35][CH:34]=1.[CH:1]1([CH2:4][N:5]2[CH2:6][CH2:7][C:8](=[C:11]3[C:17]4[CH:18]=[C:19]([S:22][C:23]([F:25])([F:24])[F:26])[CH:20]=[CH:21][C:16]=4[CH:15]=[CH:14][C:13]4[CH:27]=[CH:28][CH:29]=[CH:30][C:12]3=4)[CH2:9][CH2:10]2)[CH2:3][CH2:2]1 |f:4.5|. Procedure: To a solution of 387 g (0.906 mole) of (±)-1-cyclopropylmethyl-4-(3-trifluoromethylthio-5H-dibenzo[a,d]cyclohepten-5-ylidene)piperidine (I) in 3870 ml of toluene containing 19 ml of methanol at room temperature (22°) was added 220 g (0.569 mole) of di-p-toluoyl-d-tartaric acid. A complete solution resulted within three minutes followed by rapid crystallization of the desired tartrate salt. The mixture was stirred vigorously at room temperature (23°) overnight. The crystalline product was collect... Starting materials: ClCCl, Cc1noc(C)c1CO, O=S(Cl)Cl. Product: Cc1noc(C)c1CCl. As a reaction SMILES: [CH2:14]([Cl:15])[Cl:16].[CH3:5][c:6]1[n:7][o:8][c:9]([CH3:13])[c:10]1[CH2:11][OH:12].[S:1]([Cl:2])([Cl:3])=[O:4]>>[Cl:3][CH2:11][c:10]1[c:6]([CH3:5])[n:7][o:8][c:9]1[CH3:13]. The reactants are CCO, NN, O, O=C1c2ccccc2C(=O)N1CCN1CCC(COC(c2ccccc2)c2ccccc2)CC1. Yields the product NCCN1CCC(COC(c2ccccc2)c2ccccc2)CC1. RXN SMILES: [CH3:38][CH2:39][OH:40].[NH2:36][NH2:37].[OH2:35].[c:1]1([CH:7]([O:8][CH2:9][CH:10]2[CH2:11][CH2:12][N:13]([CH2:16][CH2:17][N:18]3[C:19](=[O:20])[c:21]4[c:22]([cH:23][cH:24][cH:25][cH:26]4)[C:27]3=[O:28])[CH2:14][CH2:15]2)[c:29]2[cH:30][cH:31][cH:32][cH:33][cH:34]2)[cH:2][cH:3][cH:4][cH:5][cH:6]1>>[c:1]1([CH:7]([O:8][CH2:9][CH:10]2[CH2:11][CH2:12][N:13]([CH2:16][CH2:17][NH2:18])[CH2:14][CH2:15]2)[c:29]2[cH:30][cH:31][cH:32][cH:33][cH:34]2)[cH:2][cH:3][cH:4][cH:5][cH:6]1. As a reaction SMILES: [CH2:1]([c:2]1[cH:3][cH:4][cH:5][cH:6][cH:7]1)[S:8][CH2:9][c:10]1[cH:11][cH:12][c:13]([NH:16][C:17](=[O:18])[C:19]2=[CH:25][c:24]3[c:23]([cH:29][cH:28][c:27](-[c:30]4[cH:31][cH:32][c:33]([CH3:36])[cH:34][cH:35]4)[cH:26]3)[O:22][CH2:21][CH2:20]2)[cH:14][cH:15]1.[Cl:37][c:38]1[cH:39][cH:40][cH:41][c:42]([C:43]([O:44][OH:46])=[O:45])[cH:47]1.[Cl:55][CH2:56][Cl:57].[Na+:53].[Na+:54].[S:48]([O-:49])([O-:50])(=[O:51])=[S:52]>>[CH2:1]([c:2]1[cH:3][cH:4][cH:5][cH:6][cH:7]1)[S:8]([CH2:9][c:10]1[cH:11][cH:12][c:13]([NH:16][C:17](=[O:18])[C:19]2=[CH:25][c:24]3[c:23]([cH:29][cH:28][c:27](-[c:30]4[cH:31][cH:32][c:33]([CH3:36])[cH:34][cH:35]4)[cH:26]3)[O:22][CH2:21][CH2:20]2)[cH:14][cH:15]1)=[O:45]. Product: Cc1ccc(-c2ccc3c(c2)C=C(C(=O)Nc2ccc(CS(=O)Cc4ccccc4)cc2)CCO3)cc1. Starting materials: Cc1ccc(-c2ccc3c(c2)C=C(C(=O)Nc2ccc(CSCc4ccccc4)cc2)CCO3)cc1, O=C(OO)c1cccc(Cl)c1, ClCCl, [Na+], [Na+], O=S([O-])([O-])=S. The reactants are CN1C(OC2=C1C=CC(=C2)C=C(CN2CCN(CC2)C2=C(C=CC=C2)OC)C)=O (3-methyl-6-{3-[4-(2-methoxyphenyl)-1-piperazinyl]-2-methyl-1-propenyl}benzoxazolinone). The reagents and catalysts are [Ni] (Raney nickel). Solvent: C(C)O (ethanol). Product: CN1C(OC2=C1C=CC(=C2)CC(CN2CCN(CC2)C2=C(C=CC=C2)OC)C)=O (3-METHYL-6-{3-[4-(2-METHOXYPHENYL)-1-PIPERAZINYL]-2-METHYLPROPYL}BENZOXAZOLINONE). As a reaction SMILES: [CH3:1][N:2]1[C:6]2[CH:7]=[CH:8][C:9]([CH:11]=[C:12]([CH3:28])[CH2:13][N:14]3[CH2:19][CH2:18][N:17]([C:20]4[CH:25]=[CH:24][CH:23]=[CH:22][C:21]=4[O:26][CH3:27])[CH2:16][CH2:15]3)=[CH:10][C:5]=2[O:4][C:3]1=[O:29]>C(O)C.[Ni]>[CH3:1][N:2]1[C:6]2[CH:7]=[CH:8][C:9]([CH2:11][CH:12]([CH3:28])[CH2:13][N:14]3[CH2:15][CH2:16][N:17]([C:20]4[CH:25]=[CH:24][CH:23]=[CH:22][C:21]=4[O:26][CH3:27])[CH2:18][CH2:19]3)=[CH:10][C:5]=2[O:4][C:3]1=[O:29]. Procedure details: 0.01 mole of 3-methyl-6-{3-[4-(2-methoxyphenyl)-1-piperazinyl]-2-methyl-1-propenyl}benzoxazolinone is dissolved in absolute ethanol in a 500-cm3 flask equipped with a three-way tap and a magnetic stirrer. 0.5 g of Raney nickel is added and the mixture is stirred under a hydrogen atmosphere at room temperature and atmospheric pressure. After the theoretical amount of hydrogen has been absorbed, the reaction medium is filtered, the filtrate is evaporated to dryness on a water bath under vacuum and... The yield is 84.6%. The solvent is CN(C)C=O (DMF). As a reaction SMILES: [CH3:1][S:2][C:3]1[N:8]=[C:7]([N:9]2[C:13]3[CH:14]=[CH:15][C:16]([Sn](C)(C)C)=[CH:17][C:12]=3[N:11]=[CH:10]2)[CH:6]=[CH:5][N:4]=1.Br[C:23]1[CH:28]=[CH:27][N:26]=[CH:25][CH:24]=1>CN(C=O)C.C1(C)C=CC=CC=1P(C1C=CC=CC=1C)C1C=CC=CC=1C>[CH3:1][S:2][C:3]1[N:8]=[C:7]([N:9]2[C:13]3[CH:14]=[CH:15][C:16]([C:23]4[CH:28]=[CH:27][N:26]=[CH:25][CH:24]=4)=[CH:17][C:12]=3[N:11]=[CH:10]2)[CH:6]=[CH:5][N:4]=1. Run at temperature 100 celsius. Procedure: 2-Methylthio-4-[5-trimethylstannyl-benzimidazol-1-yl]pyrimidine (150 mg), 4-bromopyridine (180 mg), tri-o-tolylphosphine (5 mg) and tris(dibenzylidineacetone)dipalladium(0) (7.5 mg) were dissolved in DMF (3 mL) and heated to 100° C. for 1 hour. Upon cooling to rn and evaporation of solvent, the reaction residue was directly purified by column chromatography (SiO2,5% MeOH in CH2Cl2) to yield 100 mg of the title compound. Mass spectrum (ESI) 320.2 (M+1). Product: CSC1=NC=CC(=N1)N1C=NC2=C1C=CC(=C2)C2=CC=NC=C2 (2-Methylthio-4-[5-(pyridin-4-yl)benzimidazol-1-yl]pyrimidine). Reagents/catalysts: C1(=C(C=CC=C1)P(C1=C(C=CC=C1)C)C1=C(C=CC=C1)C)C (tri-o-tolylphosphine). Starting materials: CSC1=NC=CC(=N1)N1C=NC2=C1C=CC(=C2)[Sn](C)(C)C (2-Methylthio-4-[5-trimethylstannyl-benzimidazol-1-yl]pyrimidine), BrC1=CC=NC=C1 (4-bromopyridine), tris(dibenzylidineacetone)dipalladium(0). Reactants: F[B-](F)(F)F, CCNCC, COc1ccc(C(=O)O)cc1, CN(C)C=O, O, CN(C)C(On1nnc2ccccc21)=[N+](C)C. Product: CCN(CC)C(=O)c1ccc(OC)cc1. Reaction SMILES: [B-:17]([F:18])([F:19])([F:20])[F:21].[CH2:12]([CH3:13])[NH:14][CH2:15][CH3:16].[CH3:1][O:2][c:3]1[cH:4][cH:5][c:6]([C:9]([OH:10])=[O:11])[cH:7][cH:8]1.[O:40]=[CH:41][N:42]([CH3:43])[CH3:44].[OH2:39].[n:22]1([O:23][C:24]([N:25]([CH3:26])[CH3:27])=[N+:28]([CH3:29])[CH3:30])[c:31]2[cH:32][cH:33][cH:34][cH:35][c:36]2[n:37][n:38]1>>[CH3:1][O:2][c:3]1[cH:4][cH:5][c:6]([C:9](=[O:11])[N:14]([CH2:12][CH3:13])[CH2:15][CH3:16])[cH:7][cH:8]1. Run at time 2 hour. Reactants: COC(COC1=C2C(=C(N(C2=C2C(=C1)CCC2)CC2=C(C=CC=C2)C2=CC=CC=C2)C)C(C(=O)N)=O)=O (2-[[3-(2-amino-1,2-dioxoethyl)-2-methyl-1-(2-phenylbenzyl)-1,6,7,8-tetrahydrocyclopent[g]indol-4-yl]oxy]acetic acid methyl ester), [OH-].[Li+] (lithium hydroxide). The solvent is O1CCOCC1 (dioxane). Reaction SMILES: C[O:2][C:3](=[O:37])[CH2:4][O:5][C:6]1[CH:14]=[C:13]2[CH2:15][CH2:16][CH2:17][C:12]2=[C:11]2[C:7]=1[C:8]([C:32](=[O:36])[C:33]([NH2:35])=[O:34])=[C:9]([CH3:31])[N:10]2[CH2:18][C:19]1[CH:24]=[CH:23][CH:22]=[CH:21][C:20]=1[C:25]1[CH:30]=[CH:29][CH:28]=[CH:27][CH:26]=1.[OH-].[Li+]>O1CCOCC1>[NH2:35][C:33](=[O:34])[C:32]([C:8]1[C:7]2[C:11](=[C:12]3[CH2:17][CH2:16][CH2:15][C:13]3=[CH:14][C:6]=2[O:5][CH2:4][C:3]([OH:37])=[O:2])[N:10]([CH2:18][C:19]2[CH:24]=[CH:23][CH:22]=[CH:21][C:20]=2[C:25]2[CH:30]=[CH:29][CH:28]=[CH:27][CH:26]=2)[C:9]=1[CH3:31])=[O:36] |f:1.2|. The product is NC(C(=O)C1=C(N(C2=C3C(=CC(=C12)OCC(=O)O)CCC3)CC3=C(C=CC=C3)C3=CC=CC=C3)C)=O (2-[[3-(2-amino-1,2-dioxoethyl)-2-methyl-1-(2-phenylbenzyl)-1,6,7,8-tetrahydrocyclopent[g]indol-4-yl]oxy]acetic acid). Isolated yield 34.5%. Procedure details: A slurry of 2-[[3-(2-amino-1,2-dioxoethyl)-2-methyl-1-(2-phenylbenzyl)-1,6,7,8-tetrahydrocyclopent[g]indol-4-yl]oxy]acetic acid methyl ester (18 mg, 0.036 mmol) in dioxane (3 mL) was warmed until a clear solution was produced. The mixture was treated with 1 N lithium hydroxide solution (0.5 mL) and warmed briefly. After 2 h the solution was adjusted to pH 3 and the resulting precipitate collected via vacuum filtration to provide 6 mg (34%) of the title compound. MS ES+ m/e 483 (p+1). Starting materials: ClCC=1NC2=C(N1)C=CC=C2 (2-chloromethylbenzimidazole), SC1=NC=CC=N1 (2-mercaptopyrimidine), [OH-].[Na+] (sodium hydroxide). Solvent: C(C)O (ethanol), O (water). The product is N1=C(NC2=C1C=CC=C2)CSC2=NC=CC=N2 (2-(2-benzimidazolylmethylthio)pyrimidine). RXN SMILES: Cl[CH2:2][C:3]1[NH:4][C:5]2[CH:11]=[CH:10][CH:9]=[CH:8][C:6]=2[N:7]=1.[SH:12][C:13]1[N:18]=[CH:17][CH:16]=[CH:15][N:14]=1.[OH-].[Na+]>C(O)C.O>[N:7]1[C:6]2[CH:8]=[CH:9][CH:10]=[CH:11][C:5]=2[NH:4][C:3]=1[CH2:2][S:12][C:13]1[N:18]=[CH:17][CH:16]=[CH:15][N:14]=1 |f:2.3|. Procedure details: 10.0 g (0.06 mole) of 2-chloromethylbenzimidazole are added to a solution of 6.7 g (0.06 mole) of 2-mercaptopyrimidine and 2.4 g (0.06 mole) of sodium hydroxide in 200 ml of ethanol and 20 ml of water. The mixture is maintained under reflux for 2 hours and the ethanol evaporated off. The residue is taken up with water (50 ml) and extracted with ethyl acetate (3×50 ml), the organic phase is dried with sodium sulfate, filtered and evaporated to a volume of 40 ml of solution, in which there crystal...